This data is from the Open Reaction Database (ORD), a public repository of structured organic reaction records. The task is: describe an organic reaction: reactants, conditions, products, and yield Starting materials: ClC1=NC=C(C(=N1)NCCCO)I (3-(2-chloro-5-iodopyrimidine-4-ylamino)propan-1-ol), S1C(=CC=C1)B(O)O (2-thiophenboronic acid), C(=O)([O-])[O-].[Na+].[Na+] (Na2CO3), C(=O)([O-])[O-].[Na+].[Na+] (Na2CO3), O1C(=CC=C1)P(C=1OC=CC1)C=1OC=CC1 (tri(2-furyl)phosphine), Tetrakis(triphenyl-phosphine)palladium. The solvent is C(OC)COC (dimethoxyethane). Run at temperature 75 celsius, time 18 hour. Yields the product ClC1=NC=C(C(=N1)NCCCO)C=1SC=CC1 (3-(2-chloro-5-(2-thienyl)pyrimidine-4-ylamino)propan-1-ol). RXN SMILES: [Cl:1][C:2]1[N:7]=[C:6]([NH:8][CH2:9][CH2:10][CH2:11][OH:12])[C:5](I)=[CH:4][N:3]=1.[S:14]1[CH:18]=[CH:17][CH:16]=[C:15]1B(O)O.O1C=CC=C1P(C1OC=CC=1)C1OC=CC=1.C([O-])([O-])=O.[Na+].[Na+]>C(COC)OC>[Cl:1][C:2]1[N:7]=[C:6]([NH:8][CH2:9][CH2:10][CH2:11][OH:12])[C:5]([C:15]2[S:14][CH:18]=[CH:17][CH:16]=2)=[CH:4][N:3]=1 |f:3.4.5|. Procedure: In accordance with procedure 3, 3-(2-chloro-5-iodopyrimidine-4-ylamino)propan-1-ol (1.38 g, 4.4 mmol) and 2-thiophenboronic acid (0.62 g, 4.87 mmol) are dissolved in 15 ml dimethoxyethane under argon, and tri(2-furyl)phosphine (104 mg, 0.45 mmol) and 1 molar Na2CO3 soln. (7.1 ml, 7.1 mmol) are added (the previously light yellow reaction mixture becomes almost colourless and turbid after the Na2CO3 addition). Argon is passed in for 15 mins. Tetrakis(triphenyl-phosphine)palladium (511 mg, 0.44 mmo... Reactants: CCCCC (n-pentane), Cl (HCl), ClC=1C(=CC(=C(C1)NC(=O)NC1=NC=C(N=C1)C#N)OC)CNCC1=CC=C(C=C1)F (1-(5-chloro-4-((4-fluorobenzylamino)methyl)-2-methoxyphenyl)-3-(5-cyanopyrazin-2-yl)urea). Solvent: O1CCOCC1 (1,4-dioxane), C(Cl)Cl (DCM). Run at temperature 5 celsius, time 2 hour. Yields the product Cl.C(C1=CC=CC=C1)NCC1=CC(=C(C=C1Cl)NC(=O)NC1=NC=C(N=C1)C#N)OC (1-[4-(Benzylamino-methyl)-5-chloro-2-methoxy-phenyl]-3-(5-cyano-pyrazin-2-yl)-urea hydrochloride). Isolated yield 56.0%. RXN SMILES: Cl.[Cl:2][C:3]1[C:4]([CH2:23][NH:24][CH2:25][C:26]2[CH:31]=[CH:30][C:29](F)=[CH:28][CH:27]=2)=[CH:5][C:6]([O:21][CH3:22])=[C:7]([NH:9][C:10]([NH:12][C:13]2[CH:18]=[N:17][C:16]([C:19]#[N:20])=[CH:15][N:14]=2)=[O:11])[CH:8]=1.CCCCC>O1CCOCC1.C(Cl)Cl>[ClH:2].[CH2:25]([NH:24][CH2:23][C:4]1[C:3]([Cl:2])=[CH:8][C:7]([NH:9][C:10]([NH:12][C:13]2[CH:18]=[N:17][C:16]([C:19]#[N:20])=[CH:15][N:14]=2)=[O:11])=[C:6]([O:21][CH3:22])[CH:5]=1)[C:26]1[CH:31]=[CH:30][CH:29]=[CH:28][CH:27]=1 |f:5.6|. Procedure details: A saturated solution of HCl in 1,4-dioxane (1.2 mmoL) was added to a solution of 1-(5-chloro-4-((4-fluorobenzylamino)methyl)-2-methoxyphenyl)-3-(5-cyanopyrazin-2-yl)urea (1 mmol) in DCM (50 mL) at 5° C. The reaction mixture was stirred at 5° C. for 2 hours then n-pentane (100 mL) was added and stirring continued for 15 minutes. The resulting solid was collected by filtration then washed with methanol (2×10 mL), followed by n-pentane (10 mL) and dried under reduced pressure to give the title comp... Reactants: C(C)(=O)OC1=CC2=C(N=C(OC2=O)C)C=C1 (6-acetoxy-2-methylbenzo[d][1,3]oxazin-4-one), [N-]=[N+]=[N-].[Na+] (sodium azide). Run in C(C)(=O)O (acetic acid). Run at time 1 hour. Product: C(C)(=O)OC=1C=CC(=C(C(=O)O)C1)N1N=NN=C1C (5-acetoxy-2-(5-methyltetrazol-1-yl)benzoic acid). Yield: 95.8%. Reaction SMILES: [C:1]([O:4][C:5]1[CH:16]=[CH:15][C:8]2[N:9]=[C:10]([CH3:14])[O:11][C:12](=[O:13])[C:7]=2[CH:6]=1)(=[O:3])[CH3:2].[N-:17]=[N+:18]=[N-:19].[Na+]>C(O)(=O)C>[C:1]([O:4][C:5]1[CH:16]=[CH:15][C:8]([N:9]2[C:10]([CH3:14])=[N:19][N:18]=[N:17]2)=[C:7]([CH:6]=1)[C:12]([OH:11])=[O:13])(=[O:3])[CH3:2] |f:1.2|. Procedure: A solution of 6-acetoxy-2-methylbenzo[d][1,3]oxazin-4-one (143 g, 0.653 mol) in 1.44 L of glacial acetic acid was stirred overnight with sodium azide (44.66 g, 0.687 mol). The solution was concentrated under reduced pressure and toluene (1.2 L) was then added. After stirring for one hour, a solid formed. The solid was recovered by filtration and then dried overnight under reduced pressure. The solid was dissolved in 2 L of water and the pH was adjusted to 1 with concentrated hydrochloric acid. A... Reactants: [BH4-].[Na+] (sodium borohydride), C(C)OC(CCCCCCN1[C@H](CCC1=O)\C=C\C(=O)C=1OC(=CC1)Br)=O (7-{(R)-2-[(E)-3-(5-Bromo-furan-2-yl)-3-oxo-propenyl]-5-oxo-pyrrolidin-1-yl}-heptanoic acid ethyl ester), C([O-])([O-])=O.[K+].[K+] (potassium carbonate), CC1=C(C=CC=C1)B(O)O (2-methylphenyl boronic acid). The reagents and catalysts are Cl[Pd]([P](C1=CC=CC=C1)(C2=CC=CC=C2)C3=CC=CC=C3)([P](C4=CC=CC=C4)(C5=CC=CC=C5)C6=CC=CC=C6)Cl (bis(triphenylphosphine)palladiumdichloride). Solvent: CC(=O)C (acetone), O1CCOCC1 (1,4-dioxane). Reaction conditions: temperature 55 celsius. Yields the product C(C)OC(CCCCCCN1[C@H](CCC1=O)CCC(C=1OC(=CC1)C1=C(C=CC=C1)C)O)=O (7-{(S)-2-[3-hydroxy-3-(5-o-tolyl-furan-2-yl)-propyl]-5-oxo-pyrrolidin-1-yl}-heptanoic acid ethyl ester). Reaction SMILES: [CH2:1]([O:3][C:4](=[O:27])[CH2:5][CH2:6][CH2:7][CH2:8][CH2:9][CH2:10][N:11]1[C:15](=[O:16])[CH2:14][CH2:13][C@@H:12]1/[CH:17]=[CH:18]/[C:19]([C:21]1[O:22][C:23](Br)=[CH:24][CH:25]=1)=[O:20])[CH3:2].C(=O)([O-])[O-].[K+].[K+].[CH3:34][C:35]1[CH:40]=[CH:39][CH:38]=[CH:37][C:36]=1B(O)O.[BH4-].[Na+]>O1CCOCC1.Cl[Pd](Cl)([P](C1C=CC=CC=1)(C1C=CC=CC=1)C1C=CC=CC=1)[P](C1C=CC=CC=1)(C1C=CC=CC=1)C1C=CC=CC=1.CC(C)=O>[CH2:1]([O:3][C:4](=[O:27])[CH2:5][CH2:6][CH2:7][CH2:8][CH2:9][CH2:10][N:11]1[C:15](=[O:16])[CH2:14][CH2:13][C@@H:12]1[CH2:17][CH2:18][CH:19]([OH:20])[C:21]1[O:22][C:23]([C:36]2[CH:37]=[CH:38][CH:39]=[CH:40][C:35]=2[CH3:34])=[CH:24][CH:25]=1)[CH3:2] |f:1.2.3,5.6,^1:54,73|. Reported procedure: 7-{(R)-2-[(E)-3-(5-Bromo-furan-2-yl)-3-oxo-propenyl]-5-oxo-pyrrolidin-1-yl}-heptanoic acid ethyl ester was dissolved in anhydrous 1,4-dioxane (3 mL) under an argon atmosphere treated with potassium carbonate (130 mg, 0.94 mmol), 2-methylphenyl boronic acid (64 mg, 0.47 mmol), and bis(triphenylphosphine)palladiumdichloride (33 mg, 0.047 mmol). The yellow suspension was warmed to 55° C. for 15 hours and then the volatiles were removed. The mixture was then dissolved in methanol (10 mL) and stirred... Starting materials: NC1=NC(=CC=C1)C (2-amino-6-methylpyridine), BrC1=NC=CC=C1 (2-bromopyridine), CC(C)([O-])C.[Na+] (sodium tert-butoxide). The solvent is C1(=CC=CC=C1)C (toluene). Yields the product CC1=CC=CC(=N1)NC1=NC=CC=C1 (6-Methyl-N-pyridin-2-ylpyridin-2-amine). As a reaction SMILES: [NH2:1][C:2]1[CH:7]=[CH:6][CH:5]=[C:4]([CH3:8])[N:3]=1.Br[C:10]1[CH:15]=[CH:14][CH:13]=[CH:12][N:11]=1.CC(C)([O-])C.[Na+]>C1(C)C=CC=CC=1>[CH3:8][C:4]1[N:3]=[C:2]([NH:1][C:10]2[CH:15]=[CH:14][CH:13]=[CH:12][N:11]=2)[CH:7]=[CH:6][CH:5]=1 |f:2.3|. Procedure: To a flask were added 3.2 g of 2-amino-6-methylpyridine, 4.9 g of 2-bromopyridine, 3.5 g of sodium tert-butoxide, and 120 ml toluene. The mixture was purged thoroughly with nitrogen and 83 mg of 1,1′-bis(diphenylphosphino)ferrocene and 34 mg of palladium acetate were added. The reaction mixture was heated to 65 C for 3 hours, to 75 C for 2 hours, and then cooled to 22 C. After quenching with 75 ml of water, the product was extracted with 75 ml ethyl acetate. The product was extracted with 50 ml ... Starting materials: 27.3, Cl.Cl.C1(=CC=CC=C1)CN1CCC(CC1)CC(OC)=N (O-methyl 1-(phenylmethyl)-4-piperidineethanimidate dihydrochloride), O1C(=CC=C1)CNC=1C(=CC=CC1)N (N-(2-furanylmethyl)-1,2-benzenediamine). The solvent is C(C)(=O)O (acetic acid). Reaction conditions: time 8 hour. The product is 15.5, O1C(=CC=C1)CN1C(=NC2=C1C=CC=C2)CC2CCN(CC2)CC2=CC=CC=C2 (1-(2-furanylmethyl)-2-[[1-(phenylmethyl)-4-piperidinyl]methyl]-1H-benzimidazole). Isolated yield 57.0%. As a reaction SMILES: Cl.Cl.[C:3]1([CH2:9][N:10]2[CH2:15][CH2:14][CH:13]([CH2:16][C:17](=[NH:20])OC)[CH2:12][CH2:11]2)[CH:8]=[CH:7][CH:6]=[CH:5][CH:4]=1.[O:21]1[CH:25]=[CH:24][CH:23]=[C:22]1[CH2:26][NH:27][C:28]1[C:29](N)=[CH:30][CH:31]=[CH:32][CH:33]=1>C(O)(=O)C>[O:21]1[CH:25]=[CH:24][CH:23]=[C:22]1[CH2:26][N:27]1[C:28]2[CH:33]=[CH:32][CH:31]=[CH:30][C:29]=2[N:20]=[C:17]1[CH2:16][CH:13]1[CH2:12][CH2:11][N:10]([CH2:9][C:3]2[CH:4]=[CH:5][CH:6]=[CH:7][CH:8]=2)[CH2:15][CH2:14]1 |f:0.1.2|. Reported procedure: A mixture of 27.3 parts of O-methyl 1-(phenylmethyl)-4-piperidineethanimidate dihydrochloride, 14 parts of N-(2-furanylmethyl)-1,2-benzenediamine and 250 parts of acetic acid was stirred overnight at room temperature. The reaction mixture was evaporated and water was added to the residue. The whole was alkalized with sodium carbonate and extracted with 4-methyl-2-pentanone. The extract was dried, filtered and evaporated. The residue was crystallized from 1,1'-oxybisethane. The product was filter... Starting materials: N (Ammonia), C(=C)S(=O)(=O)C=1C=C(C=C(C1OCCC)OCCC)[C@@H]1O[C@H](CC1)C1=CC(=C(C(=C1)OC)OC)OC (trans-2-(3-vinylsulfonyl-4,5-dipropoxyphenyl)-5-(3,4,5-trimethoxy-phenyl)tetrahydrofuran). The solvent is C(C)#N (acetonitrile). Conditions: temperature 65 celsius. The product is NCCS(=O)(=O)C=1C=C(C=C(C1OCCC)OCCC)[C@@H]1O[C@H](CC1)C1=CC(=C(C(=C1)OC)OC)OC (trans-2-[3-(2-Aminoethylsulfonyl)-4,5-dipropoxyphenyl]-5-(3,4,5-trimethoxyphenyl)tetrahydrofuran). Reaction SMILES: [NH3:1].[CH:2]([S:4]([C:7]1[CH:8]=[C:9]([C@H:21]2[CH2:25][CH2:24][C@H:23]([C:26]3[CH:31]=[C:30]([O:32][CH3:33])[C:29]([O:34][CH3:35])=[C:28]([O:36][CH3:37])[CH:27]=3)[O:22]2)[CH:10]=[C:11]([O:17][CH2:18][CH2:19][CH3:20])[C:12]=1[O:13][CH2:14][CH2:15][CH3:16])(=[O:6])=[O:5])=[CH2:3]>C(#N)C>[NH2:1][CH2:3][CH2:2][S:4]([C:7]1[CH:8]=[C:9]([C@H:21]2[CH2:25][CH2:24][C@H:23]([C:26]3[CH:31]=[C:30]([O:32][CH3:33])[C:29]([O:34][CH3:35])=[C:28]([O:36][CH3:37])[CH:27]=3)[O:22]2)[CH:10]=[C:11]([O:17][CH2:18][CH2:19][CH3:20])[C:12]=1[O:13][CH2:14][CH2:15][CH3:16])(=[O:5])=[O:6]. Procedure details: Ammonia was bubbled into a solution of trans-2-(3-vinylsulfonyl-4,5-dipropoxyphenyl)-5-(3,4,5-trimethoxy-phenyl)tetrahydrofuran (30 mg, 0.06 mmol) at 0.5° C. for 3 min in acetonitrile (3 mL). The solution was then heated at 65° C. in a pressure bottle overnight, cooled, and evaporated to dryness. Purification by preparative TLC (CHCl3 -MeOH; 95:5, v/v) gave the title compound MS, m/z 538 (M+1)+. ; Rf 0.27; NMR (CDCl3) δ 1.05 & 1.09 (2 t J=7.5 Hz, 2 CH2CH2CH3), 3.58 (bt, SO2CH2CH2), 4.02 & 4.14 (... Reactants: CCCCCCCCCCCCCCOc1cccc(CO)c1, CC#N, BrP(Br)Br, c1ccncc1. Product: CCCCCCCCCCCCCCOc1cccc(CBr)c1. RXN SMILES: [CH2:1]([CH2:2][CH2:3][CH2:4][CH2:5][CH2:6][CH2:7][CH2:8][CH2:9][CH2:10][CH2:11][CH2:12][CH2:13][CH3:14])[O:15][c:16]1[cH:17][c:18]([CH2:22][OH:23])[cH:19][cH:20][cH:21]1.[CH3:24][C:25]#[N:26].[P:27]([Br:28])([Br:29])[Br:30].[cH:31]1[cH:32][cH:33][n:34][cH:35][cH:36]1>>[CH2:1]([CH2:2][CH2:3][CH2:4][CH2:5][CH2:6][CH2:7][CH2:8][CH2:9][CH2:10][CH2:11][CH2:12][CH2:13][CH3:14])[O:15][c:16]1[cH:17][c:18]([CH2:22][Br:28])[cH:19][cH:20][cH:21]1. Reaction SMILES: [C:1]([C:3]1[CH:8]=[CH:7][CH:6]=[CH:5][C:4]=1[C:9]1[CH:14]=[CH:13][C:12]([CH2:15][NH:16][CH2:17][CH2:18][CH3:19])=[CH:11][CH:10]=1)#[N:2].C(N)CC.BrCC1C=CC(C2C=CC=CC=2C#N)=CC=1.Cl[C:41]1[N:46]2[N:47]=[CH:48][CH:49]=[C:45]2[N:44]=[C:43]([CH3:50])[CH:42]=1>C(O)C>[C:1]([C:3]1[CH:8]=[CH:7][CH:6]=[CH:5][C:4]=1[C:9]1[CH:10]=[CH:11][C:12]([CH2:15][N:16]([C:41]2[N:46]3[N:47]=[CH:48][CH:49]=[C:45]3[N:44]=[C:43]([CH3:50])[CH:42]=2)[CH2:17][CH2:18][CH3:19])=[CH:13][CH:14]=1)#[N:2]. The product is C(#N)C1=C(C=CC=C1)C1=CC=C(C=C1)CN(CCC)C1=CC(=NC=2N1N=CC2)C (7-[N-(2'-Cyanobiphenyl-4-yl)methyl-N-propylamino]-5-methylpyrazolo[1,5-a]pyrimidine). Procedure details: 2.5 g (10.0 mmol) of N-(2'-cyanobiphenyl-4-yl)methyl-N-propyl amine (prepared from n-propylamine and 4-bromomethyl-2'-cyanobiphenyl by the method described in EP 490 820) and 1.8 g (10.7 mmol) 7-chloro-5-methylpyrazolo[1,5-a]pyrimidine (prepared according to Y. Makisumi, Chem. Pharm. Bull. 1962, 10, 620) were heated with reflux in 20 ml dry ethanol for 4 h. The mixture was concentrated to halve of the volume in vacuo and cooled with ice, while the remaining starting amine crystallized. It was fi... The solvent is C(C)O (ethanol). The reactants are C(#N)C1=C(C=CC=C1)C1=CC=C(C=C1)CNCCC (N-(2'-cyanobiphenyl-4-yl)methyl-N-propyl amine), C(CC)N (n-propylamine), BrCC1=CC=C(C=C1)C1=C(C=CC=C1)C#N (4-bromomethyl-2'-cyanobiphenyl), ClC1=CC(=NC=2N1N=CC2)C (7-chloro-5-methylpyrazolo[1,5-a]pyrimidine).